Dataset: the Open Reaction Database (ORD), a public repository of structured organic reaction records. Task: describe an organic reaction: reactants, conditions, products, and yield Reaction conditions: time 22 hour. Reagents/catalysts: CCN=P(N=P(N(C)C)(N(C)C)N(C)C)(N(C)C)N(C)C (P2-Et), CN(C)c1ccc([PH](C(C)(C)C)(C(C)(C)C)[Pd]2(OS(C)(=O)=O)Nc3ccccc3-c3ccccc32)cc1 (Aphos G3). Run in CS(C)=O (DMSO), O (water), CS(C)=O (DMSO), CS(C)=O (DMSO), CS(C)=O (DMSO). Yields the product CCCC1=Nc2ccc(cc2C(=O)N1Cc3ccc(cc3)c4ccccc4S(=O)(=O)NC(C)(C)C)c5cccnc5, CCCC1=Nc2ccc(I)cc2C(=O)N1Cc3ccc(cc3)c4ccccc4S(=O)(=O)NC(C)(C)C, c1ccc(-c2ccccc2)cc1. Reactants: CCCC1=Nc2ccc(I)cc2C(=O)N1Cc3ccc(cc3)c4ccccc4S(=O)(=O)NC(C)(C)C, OB(O)c1cccnc1.